Dataset: the Open Reaction Database (ORD), a public repository of structured organic reaction records. Task: describe an organic reaction: reactants, conditions, products, and yield Reactants: O=C([O-])[O-], Cc1nc(N2CCc3ccccc3CC2)c(C#N)c(=O)[nH]1, CC1(C)OCC(CO)O1, CN(C)C=O, [K+], [K+], Cc1ccc(S(=O)(=O)O)cc1. Yields the product Cc1nc(OCC2COC(C)(C)O2)c(C#N)c(N2CCc3ccccc3CC2)n1. As a reaction SMILES: [C:42](=[O:43])([O-:44])[O-:45].[CH3:1][c:2]1[nH:3][c:4](=[O:21])[c:5]([C:19]#[N:20])[c:6]([N:8]2[CH2:9][CH2:10][c:11]3[c:12]([cH:15][cH:16][cH:17][cH:18]3)[CH2:13][CH2:14]2)[n:7]1.[CH3:33][C:34]1([CH3:41])[O:35][CH2:36][CH:37]([CH2:39][OH:40])[O:38]1.[CH3:48][N:49]([CH3:50])[CH:51]=[O:52].[K+:46].[K+:47].[c:22]1([CH3:23])[cH:24][cH:25][c:26]([S:27]([OH:28])(=[O:29])=[O:30])[cH:31][cH:32]1>>[CH3:1][c:2]1[n:3][c:4]([O:21][CH2:39][CH:37]2[CH2:36][O:35][C:34]([CH3:33])([CH3:41])[O:38]2)[c:5]([C:19]#[N:20])[c:6]([N:8]2[CH2:9][CH2:10][c:11]3[c:12]([cH:15][cH:16][cH:17][cH:18]3)[CH2:13][CH2:14]2)[n:7]1. Starting materials: C(C)(C)(C)C(=O)C1=CC=C(C=C1)Cl (4-chlorophenyl tertiary butyl ketone), [H-].[Na+] (sodium hydride), [I-].C[S+](=O)(C)C (trimethyl oxosulphonium iodide). Run in CS(=O)C (dimethyl sulphoxide), CS(=O)C (dimethyl sulphoxide). Conditions: temperature 50 celsius. Yields the product dimethyl oxosulphonium methylide, ClC1=CC=C(C=C1)C1(CO1)C(C)(C)C (1-(4-chlorophenyl)-1-t-butyl-ethylene oxide). Isolated yield 95.0%. Reaction SMILES: [H-].[Na+].[I-].[CH3:4][S+](C)(C)=O.[C:9]([C:13]([C:15]1[CH:20]=[CH:19][C:18]([Cl:21])=[CH:17][CH:16]=1)=[O:14])([CH3:12])([CH3:11])[CH3:10]>CS(C)=O>[Cl:21][C:18]1[CH:19]=[CH:20][C:15]([C:13]2([C:9]([CH3:12])([CH3:10])[CH3:11])[O:14][CH2:4]2)=[CH:16][CH:17]=1 |f:0.1,2.3|. Procedure: A solution of dimethyl oxosulphonium methylide was prepared under nitrogen from sodium hydride (0.03 mol) and powdered trimethyl oxosulphonium iodide (0.03 mol) in dry dimethyl sulphoxide (40 ml). A solution of 4-chlorophenyl tertiary butyl ketone (0.025 mol) in dry dimethyl sulphoxide (10 ml) was added dropwise at room temperature and the solution heated at 50° C. for 2.5 hours. After cooling to room temperature the solution was extracted with ether (150 ml), washed with water and dried over an... Procedure details: To a solution of 7β-[2-(2-formamidothiazol-4-yl)-2-methoxyiminoacetamido]-3-chloromethyl-3-cephem-4-carboxylic acid (syn isomer) (920 mg) in N,N-dimethylformamide (5 ml) was added 1-methyl-4-(3,4-dihydroxybenzoyl)piperazine (945 mg) at 0° C. and the mixture was stirred at 0° C. for 3.5 hours. The mixture was added dropwise to ethyl acetate (200 ml) under stirring and the pulverized product was collected by filtration and washed with ethyl acetate to give 7β-[2-(2-formamidothiazol-4-yl)-2-methoxy... Reactants: C(=O)NC=1SC=C(N1)C(C(=O)N[C@H]1[C@@H]2N(C(=C(CS2)CCl)C(=O)O)C1=O)=NOC (7β-[2-(2-formamidothiazol-4-yl)-2-methoxyiminoacetamido]-3-chloromethyl-3-cephem-4-carboxylic acid), CN1CCN(CC1)C(C1=CC(=C(C=C1)O)O)=O (1-methyl-4-(3,4-dihydroxybenzoyl)piperazine), C(C)(=O)OCC (ethyl acetate). Yield: 115.9%. RXN SMILES: [CH:1]([NH:3][C:4]1[S:5][CH:6]=[C:7]([C:9](=[N:27][O:28][CH3:29])[C:10]([NH:12][C@@H:13]2[C:25](=[O:26])[N:15]3[C:16]([C:22]([OH:24])=[O:23])=[C:17]([CH2:20]Cl)[CH2:18][S:19][C@H:14]23)=[O:11])[N:8]=1)=[O:2].[CH3:30][N:31]1[CH2:36][CH2:35][N:34]([C:37](=[O:46])[C:38]2[CH:43]=[CH:42][C:41]([OH:44])=[C:40]([OH:45])[CH:39]=2)[CH2:33][CH2:32]1.C(OCC)(=O)C>CN(C)C=O>[CH:1]([NH:3][C:4]1[S:5][CH:6]=[C:7]([C:9](=[N:27][O:28][CH3:29])[C:10]([NH:12][C@@H:13]2[C:25](=[O:26])[N:15]3[C:16]([C:22]([O-:24])=[O:23])=[C:17]([CH2:20][N+:31]4([CH3:30])[CH2:36][CH2:35][N:34]([C:37](=[O:46])[C:38]5[CH:43]=[CH:42][C:41]([OH:44])=[C:40]([OH:45])[CH:39]=5)[CH2:33][CH2:32]4)[CH2:18][S:19][C@H:14]23)=[O:11])[N:8]=1)=[O:2]. Reaction conditions: temperature 0 celsius, time 3.5 hour. Solvent: CN(C=O)C (N,N-dimethylformamide). The product is C(=O)NC=1SC=C(N1)C(C(=O)N[C@H]1[C@@H]2N(C(=C(CS2)C[N+]2(CCN(CC2)C(C2=CC(=C(C=C2)O)O)=O)C)C(=O)[O-])C1=O)=NOC (7β-[2-(2-formamidothiazol-4-yl)-2-methoxyiminoacetamido]-3-[1-methyl-4-(3,4-dihydroxybenzoyl)-1-piperazinio]methyl-3-cephem-4-carboxylate). The reactants are CCN(CC)CCCC1CCCCN1, CCOC(C)=O, O=C1Nc2cccnc2N(C(=O)Cl)c2ccccc21. Yields the product CCN(CC)CCCC1CCCCN1C(=O)N1c2ccccc2C(=O)Nc2cccnc21. As a reaction SMILES: [CH2:20]([CH3:21])[N:22]([CH2:23][CH2:24][CH2:25][CH:26]1[NH:27][CH2:28][CH2:29][CH2:30][CH2:31]1)[CH2:32][CH3:33].[CH3:34][CH2:35][O:36][C:37](=[O:38])[CH3:39].[Cl:1][C:2](=[O:3])[N:4]1[c:5]2[c:6]([cH:16][cH:17][cH:18][n:19]2)[NH:7][C:8](=[O:15])[c:9]2[c:10]1[cH:11][cH:12][cH:13][cH:14]2>>[C:2](=[O:3])([N:4]1[c:5]2[c:6]([cH:16][cH:17][cH:18][n:19]2)[NH:7][C:8](=[O:15])[c:9]2[c:10]1[cH:11][cH:12][cH:13][cH:14]2)[N:27]1[CH:26]([CH2:25][CH2:24][CH2:23][N:22]([CH2:20][CH3:21])[CH2:32][CH3:33])[CH2:31][CH2:30][CH2:29][CH2:28]1. Run in CN(C=O)C (N,N-dimethylformamide), CN(C(C)=O)C (N,N-dimethylacetamide). Product: ClC1=CC=C(OC2=C3C(=NC(=NC3=CC=C2)N)N)C=C1 (5-(4-chlorophenoxy)-2,4-diamino quinazoline). Isolated yield 66.5%. Procedure details: 10.0 g (71.89 mmol) of 2,6-difluorobenzonitrile, 10.17 g (79.08 mmol) of 4-chlorophenol and 19.87 g (143.78 mmol) of potassium carbonate were added into 300 ml of N,N-dimethylformamide, and stirred at 50° C. for 10 h to complete the reaction. The reaction mixture was evaporated to dryness, diluted with 200 ml water and extracted with 400 ml ethyl acetate. The organic layer was dried with anhydrous sodium sulfate and evaporated to dryness. The residue was passed through column chromatography to p... Reaction SMILES: F[C:2]1[CH:9]=[CH:8][CH:7]=[C:6](F)[C:3]=1[C:4]#[N:5].[Cl:11][C:12]1[CH:17]=[CH:16][C:15]([OH:18])=[CH:14][CH:13]=1.C(=O)([O-])[O-].[K+].[K+].C(=O)(O)O.[NH2:29][C:30]([NH2:32])=[NH:31]>CN(C)C(=O)C.CN(C)C=O>[Cl:11][C:12]1[CH:17]=[CH:16][C:15]([O:18][C:2]2[CH:9]=[CH:8][CH:7]=[C:6]3[C:3]=2[C:4]([NH2:5])=[N:31][C:30]([NH2:32])=[N:29]3)=[CH:14][CH:13]=1 |f:2.3.4,5.6|. Reactants: FC1=C(C#N)C(=CC=C1)F (2,6-difluorobenzonitrile), ClC1=CC=C(C=C1)O (4-chlorophenol), C([O-])([O-])=O.[K+].[K+] (potassium carbonate), C(O)(O)=O.NC(=N)N (guanidine carbonate). Conditions: temperature 50 celsius, time 10 hour. The reactants are N#CC1CC(F)CN1C(=O)CNC12CCC(C(=O)O)(CC1)CC2, N#CC(Cl)(Cl)Cl, ClCCl, CCCCCCC(C)N, O, c1ccc(P(c2ccccc2)c2ccccc2)cc1. The product is CCCCCCC(C)NC(=O)C12CCC(NCC(=O)N3CC(F)CC3C#N)(CC1)CC2. Reaction SMILES: [C:1](=[O:2])([OH:3])[C:4]12[CH2:5][CH2:6][C:7]([NH:12][CH2:13][C:14](=[O:15])[N:16]3[CH:17]([C:22]#[N:23])[CH2:18][CH:19]([F:21])[CH2:20]3)([CH2:8][CH2:9]1)[CH2:10][CH2:11]2.[Cl:24][C:25]([Cl:26])([Cl:27])[C:28]#[N:29].[Cl:58][CH2:59][Cl:60].[NH2:49][CH:50]([CH3:51])[CH2:52][CH2:53][CH2:54][CH2:55][CH2:56][CH3:57].[OH2:61].[c:30]1([P:31]([c:32]2[cH:33][cH:34][cH:35][cH:36][cH:37]2)[c:38]2[cH:39][cH:40][cH:41][cH:42][cH:43]2)[cH:44][cH:45][cH:46][cH:47][cH:48]1>>[C:1](=[O:3])([C:4]12[CH2:5][CH2:6][C:7]([NH:12][CH2:13][C:14](=[O:15])[N:16]3[CH:17]([C:22]#[N:23])[CH2:18][CH:19]([F:21])[CH2:20]3)([CH2:8][CH2:9]1)[CH2:10][CH2:11]2)[NH:49][CH:50]([CH3:51])[CH2:52][CH2:53][CH2:54][CH2:55][CH2:56][CH3:57]. Reactants: C1(C=2C(C(N1CCSCCC=1OC(=CC1)CN(C)C)=O)=CC=CC2)=O (1-phthalimido-2-[2-(5-dimethylaminomethyl-2-furyl)ethylthio]ethane), NN (hydrazine), substituted ethylamine, C(#N)N=C(SC)SC (dimethyl cyanodithioimidocarbonate). The product is C(#N)NC(SC)=NCCSCCC=1OC(=CC1)CN(C)C (N-cyano-N'-{2-[2-(5-dimethylaminomethyl-2-furyl)ethylthio]ethyl}-S-methylisothiourea). RXN SMILES: C1(=O)[N:5]([CH2:6][CH2:7][S:8][CH2:9][CH2:10][C:11]2[O:12][C:13]([CH2:16][N:17]([CH3:19])[CH3:18])=[CH:14][CH:15]=2)C(=O)C2=CC=CC=C12.NN.[C:28]([N:30]=[C:31]([S:34][CH3:35])SC)#[N:29]>>[C:28]([NH:30][C:31](=[N:5][CH2:6][CH2:7][S:8][CH2:9][CH2:10][C:11]1[O:12][C:13]([CH2:16][N:17]([CH3:18])[CH3:19])=[CH:14][CH:15]=1)[S:34][CH3:35])#[N:29]. Procedure details: When 1-phthalimido-2-[2-(5-dimethylaminomethyl-2-furyl)ethylthio]ethane is treated with hydrazine and the resultant substituted ethylamine is reacted with dimethyl cyanodithioimidocarbonate there is produced N-cyano-N'-{2-[2-(5-dimethylaminomethyl-2-furyl)ethylthio]ethyl}-S-methylisothiourea, and when this is reacted with propargylamine according to the general procedure of Example 3 the title compound is produced.